Dataset: the Open Reaction Database (ORD), a public repository of structured organic reaction records. Task: describe an organic reaction: reactants, conditions, products, and yield Starting materials: CN1N=C(C=C1C1=CC=CC=C1)C(=O)OC (Methyl 1-methyl-5-phenylpyrazole-3-carboxylate), [OH-].[Na+] (sodium hydroxide). Solvent: C(C)O (ethanol), O (water). Run at time 30 minute. Product: CN1N=C(C=C1C1=CC=CC=C1)C(=O)O (1-Methyl-5-phenylpyrazole-3-carboxylic acid). The yield is 65.4%. RXN SMILES: [CH3:1][N:2]1[C:6]([C:7]2[CH:12]=[CH:11][CH:10]=[CH:9][CH:8]=2)=[CH:5][C:4]([C:13]([O:15]C)=[O:14])=[N:3]1.[OH-].[Na+]>C(O)C.O>[CH3:1][N:2]1[C:6]([C:7]2[CH:12]=[CH:11][CH:10]=[CH:9][CH:8]=2)=[CH:5][C:4]([C:13]([OH:15])=[O:14])=[N:3]1 |f:1.2|. Reported procedure: Methyl 1-methyl-5-phenylpyrazole-3-carboxylate (3.6 g) was dissolved in a mixed solvent of ethanol (20 ml) and water (20 ml) and sodium hydroxide (0.8 g) was added. The mixture was stirred at a refluxing temperature for 30 min. Ethanol was evaporated and to the residue was added dilute hydrochloric acid. The obtained solid was recrystallized from aqueous methanol solution to give the title compound (2.2 g), melting point: 149–150° C. The reactants are CC(C)(C)OC(=O)N(Cc1ccc([N+](=O)[O-])cc1)Cc1ncc[nH]1, C, CCO, [Pd]. Yields the product CC(C)(C)OC(=O)N(Cc1ccc(N)cc1)Cc1ncc[nH]1. RXN SMILES: [C:1]([CH3:2])([CH3:3])([CH3:4])[O:5][C:6]([N:7]([CH2:8][c:9]1[cH:10][cH:11][c:12]([N+:15]([O-:16])=[O:17])[cH:13][cH:14]1)[CH2:18][c:19]1[nH:20][cH:21][cH:22][n:23]1)=[O:24].[C:28].[CH3:25][CH2:26][OH:27].[Pd:29]>>[C:1]([CH3:2])([CH3:3])([CH3:4])[O:5][C:6]([N:7]([CH2:8][c:9]1[cH:10][cH:11][c:12]([NH2:15])[cH:13][cH:14]1)[CH2:18][c:19]1[n:20][cH:21][cH:22][nH:23]1)=[O:24].